Dataset: the Open Reaction Database (ORD), a public repository of structured organic reaction records. Task: describe an organic reaction: reactants, conditions, products, and yield The reactants are NC=1SC=C(N1)C(C(=O)N[C@H]1[C@H]2SCC(=C(N2C1=O)C(=O)O)CSC1=CC(=NC=2N1N=C(N2)C(N(C)O)=O)C)=O ((6R,7R)-7-(2-Amino-4-thiazoleglyoxylamido)-3-[[[2-(N-hydroxy-N-methylcarbamoyl)-5-methyl-s-triazolo[1,5-a]pyrimidin-7-yl]thio]methyl]-8-oxo-5-thia-1-azabicyclo[4.2.0]oct-2-ene-2-carboxylic acid), Cl.NOC(C(=O)NNC(C1=CC(=C(C=C1)O)O)=O)(C)C (1-[2-(aminooxy)-2-methylpropionyl]-2-(3,4-dihydroxybenzoyl)hydrazine hydrochloride). Run at time 20 hour. As a reaction SMILES: [NH2:1][C:2]1[S:3][CH:4]=[C:5]([C:7](=O)[C:8]([NH:10][C@@H:11]2[C:18](=[O:19])[N:17]3[C@@H:12]2[S:13][CH2:14][C:15]([CH2:23][S:24][C:25]2[N:30]4[N:31]=[C:32]([C:34](=[O:38])[N:35]([OH:37])[CH3:36])[N:33]=[C:29]4[N:28]=[C:27]([CH3:39])[CH:26]=2)=[C:16]3[C:20]([OH:22])=[O:21])=[O:9])[N:6]=1.Cl.[NH2:42][O:43][C:44]([CH3:60])([CH3:59])[C:45]([NH:47][NH:48][C:49](=[O:58])[C:50]1[CH:55]=[CH:54][C:53]([OH:56])=[C:52]([OH:57])[CH:51]=1)=[O:46]>CC(N(C)C)=O>[NH2:1][C:2]1[S:3][CH:4]=[C:5](/[C:7](=[N:42]/[O:43][C:44]([C:45](=[O:46])[NH:47][NH:48][C:49](=[O:58])[C:50]2[CH:55]=[CH:54][C:53]([OH:56])=[C:52]([OH:57])[CH:51]=2)([CH3:59])[CH3:60])/[C:8]([NH:10][C@@H:11]2[C:18](=[O:19])[N:17]3[C@@H:12]2[S:13][CH2:14][C:15]([CH2:23][S:24][C:25]2[N:30]4[N:31]=[C:32]([C:34](=[O:38])[N:35]([OH:37])[CH3:36])[N:33]=[C:29]4[N:28]=[C:27]([CH3:39])[CH:26]=2)=[C:16]3[C:20]([OH:22])=[O:21])=[O:9])[N:6]=1 |f:1.2|. Solvent: CC(=O)N(C)C (dimethylacetamide). Yield: 28.3%. Procedure details: (6R,7R)-7-(2-Amino-4-thiazoleglyoxylamido)-3-[[[2-(N-hydroxy-N-methylcarbamoyl)-5-methyl-s-triazolo[1,5-a]pyrimidin-7-yl]thio]methyl]-8-oxo-5-thia-1-azabicyclo[4.2.0]oct-2-ene-2-carboxylic acid (40 mg) (0.066 mmol) and 29 mg (0.086 mmol) of 1-[2-(aminooxy)-2-methylpropionyl]-2-(3,4-dihydroxybenzoyl)hydrazine hydrochloride are dissolved in 1 ml of absolute dimethylacetamide. After stirring for 20 hours the solution is concentrated at room temperature in a high vacuum. The residue is crystallized ... The product is NC=1SC=C(N1)/C(/C(=O)N[C@H]1[C@H]2SCC(=C(N2C1=O)C(=O)O)CSC1=CC(=NC=2N1N=C(N2)C(N(C)O)=O)C)=N/OC(C)(C)C(NNC(C2=CC(=C(C=C2)O)O)=O)=O ((6R,7R)-7-[(Z)-2-(2-amino-4-thiazolyl)-2-[[1-[3-(3,4-dihydroxybenzoyl)carbazoyl]-1-methylethoxy]imino]acetamido]-3-[[[2-(N-hydroxy-N-methylcarbamoyl)-5-methyl-s-triazolo[1,5-a]pyrimidin-7-yl]thio]methyl]-8-oxo-5-thia-1-azabicyclo[4.2.0]oct-2-ene-2-carboxylic acid).